From a dataset of the Open Reaction Database (ORD), a public repository of structured organic reaction records. describe an organic reaction: reactants, conditions, products, and yield Reported procedure: 49.9 g (204 millimoles) of VII in 130 ml of 2-ethoxyethanol and 40 ml of glacial acetic acid are heated to 105° C., while stirring. 25.0 g (53.6 millimoles) of Bi2O3 are then added all at once. After a reaction time of 2 hours, the elemental bismuth is filtered off and washed with 300 ml of chloroform. The organic phase is washed neutral with water. The solvent is stripped off and the residue subjected to fractional distillation. The product is then recrystallized from petroleum ether. The product is C12C(CC(C=C1)C2)C(C(=O)C2C1C=CC(C2)C1)=O (1,2-bis-[bicyclo[2.2.1]hept-5-en-2-yl]-ethane-1,2-dione). The reactants are C12C(CC(C=C1)C2)C(C(O)C2C1C=CC(C2)C1)=O (1,2-bis-[bicyclo[2.2.1]hept-5-en-2-yl]-ethan-1-on-2-ol), Bi2O3. The solvent is C(C)OCCO (2-ethoxyethanol), C(C)(=O)O (acetic acid). RXN SMILES: [CH:1]12[CH2:7][CH:4]([CH:5]=[CH:6]1)[CH2:3][CH:2]2[C:8](=[O:18])[CH:9]([CH:11]1[CH2:16][CH:15]2[CH2:17][CH:12]1[CH:13]=[CH:14]2)[OH:10]>C(OCCO)C.C(O)(=O)C>[CH:12]12[CH2:17][CH:15]([CH:14]=[CH:13]1)[CH2:16][CH:11]2[C:9](=[O:10])[C:8]([CH:2]1[CH2:3][CH:4]2[CH2:7][CH:1]1[CH:6]=[CH:5]2)=[O:18]. Starting materials: FC1=CC=C(C=C1)CC1=CC=C(N)C=C1 (4-(4-fluorophenyl) methylaniline), Cl.ClCCNCCCl (bis(2-chloroethyl)amine hydrochloride). Reaction conditions: temperature 100 celsius, time 2 hour. Product: FC1=CC=C(C=C1)CC1=CC=C(C=C1)N1CCNCC1 (1-[4-(4-fluorophenyl)methylphenyl]piperazine). Yield: 75.0%. RXN SMILES: [F:1][C:2]1[CH:7]=[CH:6][C:5]([CH2:8][C:9]2[CH:15]=[CH:14][C:12]([NH2:13])=[CH:11][CH:10]=2)=[CH:4][CH:3]=1.Cl.Cl[CH2:18][CH2:19][NH:20][CH2:21][CH2:22]Cl>>[F:1][C:2]1[CH:3]=[CH:4][C:5]([CH2:8][C:9]2[CH:10]=[CH:11][C:12]([N:13]3[CH2:22][CH2:21][NH:20][CH2:19][CH2:18]3)=[CH:14][CH:15]=2)=[CH:6][CH:7]=1 |f:1.2|. Reported procedure: A mixture of 500 mg of 4-(4-fluorophenyl) methylaniline and 445 mg of bis(2-chloroethyl)amine hydrochloride was stirred at 100° C. for 2 hours, then gradually raised in temperature to 200° C. and then further stirred for 2 hours. This was then cooled to room temperature, then the product was purified by silica gel column chromatography (chloroform:methanol:water (2% acetic acid)=65:35:5) to obtain the above-referenced compound (5) in an amount of 503 mg (yield of 75%).